Task: describe an organic reaction: reactants, conditions, products, and yield. Dataset: the Open Reaction Database (ORD), a public repository of structured organic reaction records The reactants are CC(C)(C)OC(=O)NC(C(=O)NCc1ccc(C#N)cc1)c1ccccc1, O=C([O-])[O-], ClCCl, O=C(O)C(F)(F)F, [Na+], [Na+]. RXN SMILES: [C:1]([O:2][C:3](=[O:4])[NH:7][CH:8]([c:9]1[cH:10][cH:11][cH:12][cH:13][cH:14]1)[C:15]([NH:16][CH2:17][c:18]1[cH:19][cH:20][c:21]([C:24]#[N:25])[cH:22][cH:23]1)=[O:26])([CH3:5])([CH3:6])[CH3:27].[C:35](=[O:36])([O-:37])[O-:38].[Cl:41][CH2:42][Cl:43].[F:28][C:29]([F:30])([F:31])[C:32]([OH:33])=[O:34].[Na+:39].[Na+:40]>>[NH2:7][CH:8]([c:9]1[cH:10][cH:11][cH:12][cH:13][cH:14]1)[C:15]([NH:16][CH2:17][c:18]1[cH:19][cH:20][c:21]([C:24]#[N:25])[cH:22][cH:23]1)=[O:26]. Yields the product N#Cc1ccc(CNC(=O)C(N)c2ccccc2)cc1. Reactants: ClC1=NC(=NC=2CCCCC12)C(F)(F)F (4-chloro-5,6,7,8-tetrahydro-2-trifluoromethylquinazoline), Cl.N1N=NN=C1C1=C(C=CC=C1)C1=CC=C(C=C1)CN (N-[[2'-(1H-tetrazol-5-yl)[1,1'-biphenyl]-4-yl]methyl]amine hydrochloride), C(C)(=O)[O-].[Na+] (sodium acetate). Run in C(CCC)O.CO (n-butanol methanol). Product: N1N=NN=C1C1=C(C=CC=C1)C1=CC=C(C=C1)CNC1=NC(=NC=2CCCCC12)C(F)(F)F (5,6,7,8-tetrahydro-N-[[2'-(1H-tetrazol-5-yl)[1,1'-biphenyl]-4-yl]methyl]-2-(trifluoromethyl)-4-quinazolinamine). Isolated yield 49.8%. As a reaction SMILES: Cl[C:2]1[C:11]2[CH2:10][CH2:9][CH2:8][CH2:7][C:6]=2[N:5]=[C:4]([C:12]([F:15])([F:14])[F:13])[N:3]=1.Cl.[NH:17]1[C:21]([C:22]2[CH:27]=[CH:26][CH:25]=[CH:24][C:23]=2[C:28]2[CH:33]=[CH:32][C:31]([CH2:34][NH2:35])=[CH:30][CH:29]=2)=[N:20][N:19]=[N:18]1.C([O-])(=O)C.[Na+]>C(O)CCC.CO>[NH:20]1[C:21]([C:22]2[CH:27]=[CH:26][CH:25]=[CH:24][C:23]=2[C:28]2[CH:33]=[CH:32][C:31]([CH2:34][NH:35][C:2]3[C:11]4[CH2:10][CH2:9][CH2:8][CH2:7][C:6]=4[N:5]=[C:4]([C:12]([F:15])([F:14])[F:13])[N:3]=3)=[CH:30][CH:29]=2)=[N:17][N:18]=[N:19]1 |f:1.2,3.4,5.6|. Reported procedure: To 10 mL of a 5:1 mixture of n-butanol/methanol were added 1.42 g of 4-chloro-5,6,7,8-tetrahydro-2-trifluoromethylquinazoline, 1.73 g of N-[[2'-(1H-tetrazol-5-yl)[1,1'-biphenyl]-4-yl]methyl]amine hydrochloride and 2.7 g of sodium acetate. The resulting mixture was heated at reflux for 5 days and then cooled to room temperature. All solvents were removed by evaporation and the resulting residue was purified on silica to yield 1.35 g (50%) of the desired product. The compound was characterized as ... As a reaction SMILES: [CH2:14]1[N:15]2[CH2:16][CH2:17][N:18]([CH2:19][CH2:20]2)[CH2:21]1.[CH3:35][S:36]([OH:37])(=[O:38])=[O:39].[Cl:22][N:23]1[C:24](=[O:25])[CH2:26][CH2:27][C:28]1=[O:29].[Cl:30][CH2:31][CH2:32][CH2:33][OH:34].[Cl:40][CH2:41][Cl:42].[nH:1]1[cH:2][c:3]([C:10](=[O:11])[O:12][CH3:13])[c:4]2[cH:5][cH:6][cH:7][cH:8][c:9]12>>[nH:1]1[c:2]([O:34][CH2:33][CH2:32][CH2:31][Cl:30])[c:3]([C:10](=[O:11])[O:12][CH3:13])[c:4]2[cH:5][cH:6][cH:7][cH:8][c:9]12. Starting materials: C1CN2CCN1CC2, CS(=O)(=O)O, O=C1CCC(=O)N1Cl, OCCCCl, ClCCl, COC(=O)c1c[nH]c2ccccc12. The product is COC(=O)c1c(OCCCCl)[nH]c2ccccc12. The reactants are ClC=1N=C(C2=C(N1)C=CC(=N2)CC2CCNCC2)N2CCOCC2 (4-(2-Chloro-6-(piperidin-4-ylmethyl)pyrido[3,2-d]pyrimidin-4-yl)morpholine), CC(C(=O)O)C (2-methylpropanoic acid), ON1N=NC2=C1C=CC=C2 (1-Hydroxybenzotriazole), Cl.CN(CCCN=C=NCC)C (N-(3-Dimethylaminopropyl)-N′-ethylcarbodiimide hydrochloride), C(C)(C)N(CC)C(C)C (diisopropylethylamine). The solvent is CN(C=O)C (N,N-Dimethylformamide). Reaction conditions: time 8 hour. The product is ClC=1N=C(C2=C(N1)C=CC(=N2)CC2CCN(CC2)C(C(C)C)=O)N2CCOCC2 (1-(4-((2-chloro-4-morpholinopyrido[3,2-d]pyrimidin-6-yl)methyl)piperidin-1-yl)-2-methylpropan-1-one). As a reaction SMILES: [Cl:1][C:2]1[N:3]=[C:4]([N:19]2[CH2:24][CH2:23][O:22][CH2:21][CH2:20]2)[C:5]2[N:11]=[C:10]([CH2:12][CH:13]3[CH2:18][CH2:17][NH:16][CH2:15][CH2:14]3)[CH:9]=[CH:8][C:6]=2[N:7]=1.[CH3:25][CH:26]([CH3:30])[C:27](O)=[O:28].ON1C2C=CC=CC=2N=N1.Cl.CN(C)CCCN=C=NCC.C(N(C(C)C)CC)(C)C>CN(C)C=O>[Cl:1][C:2]1[N:3]=[C:4]([N:19]2[CH2:20][CH2:21][O:22][CH2:23][CH2:24]2)[C:5]2[N:11]=[C:10]([CH2:12][CH:13]3[CH2:18][CH2:17][N:16]([C:27](=[O:28])[CH:26]([CH3:30])[CH3:25])[CH2:15][CH2:14]3)[CH:9]=[CH:8][C:6]=2[N:7]=1 |f:3.4|. Procedure: 4-(2-Chloro-6-(piperidin-4-ylmethyl)pyrido[3,2-d]pyrimidin-4-yl)morpholine from Example 148 (40 mg) was added to a pre-stirred (15 minutes) solution of 2-methylpropanoic acid (2 eq.), 1-Hydroxybenzotriazole (1.2), N-(3-Dimethylaminopropyl)-N′-ethylcarbodiimide hydrochloride (1.5 eq.), diisopropylethylamine (DIPEA, 5 eq.) in N,N-Dimethylformamide (0.9 mL). The reaction was stirred overnight then extracted with Ethyl Acetate and brine. The organic layer was dried (Mg2SO4), filtered and concentrate... The reactants are CCOC(C)=O, ClC(Cl)Cl, CC(Oc1ccc(N2CCC3(CCC4(CC3)CO4)C2=O)cc1)C(F)(F)F. The product is CC(Oc1ccc(N2CCC3(CCC(C=O)CC3)C2=O)cc1)C(F)(F)F. Reaction SMILES: [CH3:31][CH2:32][O:33][C:34](=[O:35])[CH3:36].[CH:27]([Cl:28])([Cl:29])[Cl:30].[F:1][C:2]([CH:3]([O:4][c:5]1[cH:6][cH:7][c:8]([N:11]2[C:12](=[O:23])[C:13]3([CH2:14][CH2:15][C:16]4([CH2:17][O:18]4)[CH2:19][CH2:20]3)[CH2:21][CH2:22]2)[cH:9][cH:10]1)[CH3:24])([F:25])[F:26]>>[F:1][C:2]([CH:3]([O:4][c:5]1[cH:6][cH:7][c:8]([N:11]2[C:12](=[O:23])[C:13]3([CH2:14][CH2:15][CH:16]([CH:17]=[O:18])[CH2:19][CH2:20]3)[CH2:21][CH2:22]2)[cH:9][cH:10]1)[CH3:24])([F:25])[F:26]. Reactants: CCOP(=O)(CC#N)OCC, CN(C)C1(c2ccccc2)CCC(=O)CC1, ClCCl, [Na+], [OH-], O. Product: CN(C)C1(c2ccccc2)CCC(=CC#N)CC1. Reaction SMILES: [CH2:17]([O:18][P:19](=[O:20])([O:21][CH2:22][CH3:23])[CH2:25][C:26]#[N:27])[CH3:24].[CH3:1][N:2]([C:3]1([c:10]2[cH:11][cH:12][cH:13][cH:14][cH:15]2)[CH2:4][CH2:5][C:6](=[O:9])[CH2:7][CH2:8]1)[CH3:16].[Cl:31][CH2:32][Cl:33].[Na+:30].[OH-:29].[OH2:28]>>[CH3:1][N:2]([C:3]1([c:10]2[cH:11][cH:12][cH:13][cH:14][cH:15]2)[CH2:4][CH2:5][C:6](=[CH:25][C:26]#[N:27])[CH2:7][CH2:8]1)[CH3:16].